Dataset: the Open Reaction Database (ORD), a public repository of structured organic reaction records. Task: describe an organic reaction: reactants, conditions, products, and yield Reactants: ClC1=CC=C(C=C1)SC1=CC=C(C=C1)/C=C/C(=O)OC (methyl (2E)-3-{4-[(4-chlorophenyl)thio]phenyl}prop-2-enoate). The reagents and catalysts are [Pd] (Pd/C). Run in CCOC(=O)C (EtOAc). Conditions: time 3 hour. Product: ClC1=CC=C(C=C1)SC1=CC=C(C=C1)CCC(=O)OC (methyl 3-{4-[(4-chlorophenyl)thio]phenyl}propanoate). As a reaction SMILES: [Cl:1][C:2]1[CH:7]=[CH:6][C:5]([S:8][C:9]2[CH:14]=[CH:13][C:12](/[CH:15]=[CH:16]/[C:17]([O:19][CH3:20])=[O:18])=[CH:11][CH:10]=2)=[CH:4][CH:3]=1>CCOC(C)=O.[Pd]>[Cl:1][C:2]1[CH:7]=[CH:6][C:5]([S:8][C:9]2[CH:14]=[CH:13][C:12]([CH2:15][CH2:16][C:17]([O:19][CH3:20])=[O:18])=[CH:11][CH:10]=2)=[CH:4][CH:3]=1. Reported procedure: A solution of ester from step 2 in EtOAc (0.2M) containing 10% Pd/C (0.15 g/mmol) was agitated under hydrogen (50 psi, Parr apparatus) for 3 h. The mixture was filtered over Celite and the solvent evaporated to afford the title compound.